This data is from the Open Reaction Database (ORD), a public repository of structured organic reaction records. The task is: describe an organic reaction: reactants, conditions, products, and yield The reactants are N1(CCOCC1)C(=O)N1CC(CC(C1)C1=CC=C(C=C1)OC(F)(F)F)C(=O)O (1-(Morpholin-4-ylcarbonyl)-5-[4-(trifluoromethoxy)phenyl]piperidine-3-carboxylic acid), ON=C(N)C1=CC=NC=C1 (N′-hydroxypyridine-4-carboximidamide). Yields the product N1=CC=C(C=C1)C1=NOC(=N1)C1CN(CC(C1)C1=CC=C(C=C1)OC(F)(F)F)C(=O)N1CCOCC1 (4-({3-(3-Pyridin-4-yl-1,2,4-oxadiazol-5-yl)-5-[4-(trifluoromethoxy)phenyl]piperidin-1-yl}-carbonyl)morpholine). As a reaction SMILES: [N:1]1([C:7]([N:9]2[CH2:14][CH:13]([C:15]3[CH:20]=[CH:19][C:18]([O:21][C:22]([F:25])([F:24])[F:23])=[CH:17][CH:16]=3)[CH2:12][CH:11]([C:26]([OH:28])=O)[CH2:10]2)=[O:8])[CH2:6][CH2:5][O:4][CH2:3][CH2:2]1.O[N:30]=[C:31]([C:33]1[CH:38]=[CH:37][N:36]=[CH:35][CH:34]=1)[NH2:32]>>[N:36]1[CH:37]=[CH:38][C:33]([C:31]2[N:32]=[C:26]([CH:11]3[CH2:12][CH:13]([C:15]4[CH:16]=[CH:17][C:18]([O:21][C:22]([F:23])([F:24])[F:25])=[CH:19][CH:20]=4)[CH2:14][N:9]([C:7]([N:1]4[CH2:2][CH2:3][O:4][CH2:5][CH2:6]4)=[O:8])[CH2:10]3)[O:28][N:30]=2)=[CH:34][CH:35]=1. Reported procedure: 80 mg (0.20 mmol) of 1-(morpholin-4-ylcarbonyl)-5-[4-(trifluoromethoxy)phenyl]piperidine-3-carboxylic acid (Example 44A) and 30 mg (0.22 mmol, 1.1 eq.) of N′-hydroxypyridine-4-carboximidamide were reacted according to the General Method 1. Yield: 52 mg (52% of theory)